From a dataset of the Open Reaction Database (ORD), a public repository of structured organic reaction records. describe an organic reaction: reactants, conditions, products, and yield Reactants: CC(=O)[O-], CC(=O)O, O=Cc1cccc(Cl)c1, [K+], C[N+](=O)[O-], [NH4+], [OH-]. Product: O=[N+]([O-])C=Cc1cccc(Cl)c1. Reaction SMILES: [CH3:11][C:12](=[O:13])[O-:14].[CH3:21][C:22](=[O:23])[OH:24].[Cl:1][c:2]1[cH:3][c:4]([CH:5]=[O:6])[cH:7][cH:8][cH:9]1.[K+:20].[N+:15](=[O:16])([O-:17])[CH3:18].[NH4+:10].[OH-:19]>>[Cl:1][c:2]1[cH:3][c:4]([CH:5]=[CH:18][N+:15](=[O:16])[O-:17])[cH:7][cH:8][cH:9]1. Reactants: COC(C(=O)OC)C1=NC=CC=C1 (methyl 2-methoxy-2-(2-pyridyl)acetate), CNC (dimethylamine). Product: COC(C(=O)N(C)C)C1=NC=CC=C1 (2-methoxy-N,N-dimethyl-2-(2-pyridyl)acetamide). RXN SMILES: [CH3:1][O:2][CH:3]([C:8]1[CH:13]=[CH:12][CH:11]=[CH:10][N:9]=1)[C:4](OC)=[O:5].[CH3:14][NH:15][CH3:16]>C(O)C>[CH3:1][O:2][CH:3]([C:8]1[CH:13]=[CH:12][CH:11]=[CH:10][N:9]=1)[C:4]([N:15]([CH3:16])[CH3:14])=[O:5]. The solvent is C(C)O (ethanol). Procedure details: A mixture of 18.1 g. of methyl 2-methoxy-2-(2-pyridyl)acetate and 10 g. of dimethylamine in ethanol is stirred at room temperature for 26 hours. The mixture is concentrated, dissolved in chloroform and extracted with brine. The organic phase is dried over magnesium sulfate and filtered and the solvent is removed under reduced pressure to give 2-methoxy-N,N-dimethyl-2-(2-pyridyl)acetamide.